Dataset: the Open Reaction Database (ORD), a public repository of structured organic reaction records. Task: describe an organic reaction: reactants, conditions, products, and yield Reaction SMILES: [H-].[Na+].[Cl:3][C:4]1[CH:9]=[CH:8][C:7]([NH:10][S:11]([C:14]2[C:15]([CH3:20])=[N:16][O:17][C:18]=2[CH3:19])(=[O:13])=[O:12])=[C:6]([N+:21]([O-:23])=[O:22])[CH:5]=1.S(OC)(O[CH3:28])(=O)=O.O>CN(C=O)C>[Cl:3][C:4]1[CH:9]=[CH:8][C:7]([N:10]([CH3:28])[S:11]([C:14]2[C:15]([CH3:20])=[N:16][O:17][C:18]=2[CH3:19])(=[O:13])=[O:12])=[C:6]([N+:21]([O-:23])=[O:22])[CH:5]=1 |f:0.1|. The reactants are [H-].[Na+] (sodium hydride), ClC1=CC(=C(C=C1)NS(=O)(=O)C=1C(=NOC1C)C)[N+](=O)[O-] (N-(4-chloro-2-nitrophenyl)-3,5-dimethyl-4-isoxazolesulfonamide), O (Water), S(=O)(=O)(OC)OC (dimethyl sulfate). Reported procedure: To a suspension of sodium hydride (65%, 0.05 g (1.36 mmol)) in DMF (3.0 ml), N-(4-chloro-2-nitrophenyl)-3,5-dimethyl-4-isoxazolesulfonamide (0.30 g (0.90 mmol)) was added with stirring at room temperature. To the mixture, after stirring for one hour at room temperature, dimethyl sulfate (0.13 ml (1.36 mmol)) was added dropwise, and the mixture was stirred for 16 hours. Water (20.0 ml) was added to the reaction mixture and the resulting mixture was extracted with ethyl acetate. The extract was dr... Yield: 35.3%. Product: ClC1=CC(=C(C=C1)N(S(=O)(=O)C=1C(=NOC1C)C)C)[N+](=O)[O-] (N-(4-Chloro-2-nitrophenyl)-N,3,5-trimethyl-4-isoxazolesulfonamide). Solvent: CN(C)C=O (DMF). Starting materials: C=CCc1ccccc1, ClCCl, O=C(OO)c1cccc(Cl)c1. Product: c1ccc(CC2CO2)cc1. As a reaction SMILES: [CH2:12]([CH:13]=[CH2:14])[c:15]1[cH:16][cH:17][cH:18][cH:19][cH:20]1.[CH2:21]([Cl:22])[Cl:23].[Cl:1][c:2]1[cH:3][cH:4][cH:5][c:6]([C:7]([O:8][OH:10])=[O:9])[cH:11]1>>[O:9]1[CH:13]([CH2:12][c:15]2[cH:16][cH:17][cH:18][cH:19][cH:20]2)[CH2:14]1. Reactants: FC1=C(C=C(C(=C1)OC)F)C1=CC2=CC=C(C=C2C=C1)OC (2-(2,5-difluoro-4-methoxyphenyl)-6-methoxynaphthalene), B(Br)(Br)Br (boron tribromide). Yields the product FC1=C(C=C(C(=C1)O)F)C=1C=C2C=CC(=CC2=CC1)O (6-(2,5-Difluoro-4-hydroxyphenyl)-2-naphthol), yellowish solid. The yield is 94.0%. Reaction SMILES: [F:1][C:2]1[CH:7]=[C:6]([O:8]C)[C:5]([F:10])=[CH:4][C:3]=1[C:11]1[CH:20]=[CH:19][C:18]2[C:13](=[CH:14][CH:15]=[C:16]([O:21]C)[CH:17]=2)[CH:12]=1.B(Br)(Br)Br>>[F:1][C:2]1[CH:7]=[C:6]([OH:8])[C:5]([F:10])=[CH:4][C:3]=1[C:11]1[CH:12]=[C:13]2[C:18](=[CH:19][CH:20]=1)[CH:17]=[C:16]([OH:21])[CH:15]=[CH:14]2. Procedure: The title compound was prepared by 2-(2,5-difluoro-4-methoxyphenyl)-6-methoxynaphthalene (1.5 g, 5.0 mmol) with boron tribromide (25 mL of 1.0 M solution in CH2Cl2, 25 mmol) according to method D to yield 1.28 g (94%) of a yellowish solid: mp 217-219° C.; 1H NMR (DMSO-d6): δ 6.90 (1H, dd, J=11.87 Hz, J=7.51 Hz), 7.10-7.15 (2H, m), 7.45 (1H, dd, J=11.87, J=7.61 Hz), 7.53-7.55 (1H, m), 7.74 (1H, d, J=8.65 Hz), 7.92 (1H, s), 9.85 (1H, s), 10.50 (1H, s); MS (ESI) m/z271 (M−H)−. Starting materials: CN(C1=CC=C(C=C1)C(CC(=O)C1=CC=NC=C1)C1=CC(=CC(=C1)C)C)C (3-(4-dimethylamino-phenyl)-3-(3,5-dimethyl-phenyl)-1-pyridin-4-yl-propan-1-one), Cl.NO (hydroxylamine hydrochloride), C(=O)(O)[O-].[Na+] (NaHCO3). The product is CN(C1=CC=C(C=C1)C(CC(=NO)C1=CC=NC=C1)C1=CC(=CC(=C1)C)C)C (3-(4-Dimethylamino-phenyl)-3-(3,5-dimethyl-phenyl)-1-pyridin-4-yl-propan-1-one oxime). Reaction SMILES: [CH3:1][N:2]([CH3:27])[C:3]1[CH:8]=[CH:7][C:6]([CH:9]([C:19]2[CH:24]=[C:23]([CH3:25])[CH:22]=[C:21]([CH3:26])[CH:20]=2)[CH2:10][C:11]([C:13]2[CH:18]=[CH:17][N:16]=[CH:15][CH:14]=2)=O)=[CH:5][CH:4]=1.Cl.[NH2:29][OH:30].C([O-])(O)=O.[Na+]>>[CH3:1][N:2]([CH3:27])[C:3]1[CH:8]=[CH:7][C:6]([CH:9]([C:19]2[CH:24]=[C:23]([CH3:25])[CH:22]=[C:21]([CH3:26])[CH:20]=2)[CH2:10][C:11]([C:13]2[CH:18]=[CH:17][N:16]=[CH:15][CH:14]=2)=[N:29][OH:30])=[CH:5][CH:4]=1 |f:1.2,3.4|. Procedure details: In analogy to example 1, step 2, from 3-(4-dimethylamino-phenyl)-3-(3,5-dimethyl-phenyl)-1-pyridin-4-yl-propan-1-one and hydroxylamine hydrochloride in the presence of NaHCO3 was prepared the title compound as a mixture of E and Z isomers (2.9:1) as a light yellow foam, MS (ESI+): m/z=374.3 ([M+H]+). The reactants are C(C)OC([C@H](C)O)=O ((S)-2-hydroxy-propionic acid ethyl ester), N1=CC=CC=C1 (pyridine), C1(=CC=CC=C1)C(Cl)(C1=CC=CC=C1)C1=CC=CC=C1 (triphenylchloromethane). The reagents and catalysts are CN(C1=CC=NC=C1)C (4-dimethylamino-pyridine). Run in C(C)#N (acetonitrile). Conditions: time 16 hour. Yields the product C(C1=CC=CC=C1)(C1=CC=CC=C1)(C1=CC=CC=C1)O[C@H](C(=O)O)C ((S)-2-trityloxypropionic acid). The yield is 51.6%. RXN SMILES: C([O:3][C:4](=[O:8])[C@@H:5]([OH:7])[CH3:6])C.N1C=CC=CC=1.[C:15]1([C:21]([C:29]2[CH:34]=[CH:33][CH:32]=[CH:31][CH:30]=2)([C:23]2[CH:28]=[CH:27][CH:26]=[CH:25][CH:24]=2)Cl)[CH:20]=[CH:19][CH:18]=[CH:17][CH:16]=1>CN(C)C1C=CN=CC=1.C(#N)C>[C:21]([O:7][C@@H:5]([CH3:6])[C:4]([OH:3])=[O:8])([C:15]1[CH:20]=[CH:19][CH:18]=[CH:17][CH:16]=1)([C:29]1[CH:30]=[CH:31][CH:32]=[CH:33][CH:34]=1)[C:23]1[CH:24]=[CH:25][CH:26]=[CH:27][CH:28]=1. Reported procedure: To a solution of 38.6 g of (S)-2-hydroxy-propionic acid ethyl ester, 8.21 g of 4-dimethylamino-pyridine and 25.9 g of pyridine in 97 g of acetonitrile were added 92.0 g of triphenylchloromethane, and the mixture was heated at reflux for 16 h. The reaction mixture was cooled and partitioned between ethyl acetate and water. The organic layer was successively washed with 1M potassium hydrogensulfate solution, saturated potassium bicarbonate solution and brine, dried over magnesium sulfate and evapo...